From a dataset of the Open Reaction Database (ORD), a public repository of structured organic reaction records. describe an organic reaction: reactants, conditions, products, and yield Starting materials: CN1C(CC[C@@]2(C3=C(CC[C@@H]12)C=C(C=C3)Br)C)=O ((+)-(4aR)-(10bR)-4-methyl-8-bromo-10b-methyl-1,2,3,4,4a,5,6,10b-octahydrobenzo[f]quinolin-3-one), FC1=C(C=CC=C1)B(O)O (2-fluorophenylboronic acid), C([O-])([O-])=O.[Na+].[Na+] (sodium carbonate), C1CCOC1 (THF). Reagents/catalysts: [Pd].C1(=CC=CC=C1)P(C1=CC=CC=C1)C1=CC=CC=C1.C1(=CC=CC=C1)P(C1=CC=CC=C1)C1=CC=CC=C1.C1(=CC=CC=C1)P(C1=CC=CC=C1)C1=CC=CC=C1.C1(=CC=CC=C1)P(C1=CC=CC=C1)C1=CC=CC=C1 (tetrakis (triphenylphosphine) palladium (0)). The solvent is C(Cl)(Cl)Cl (chloroform). The product is CN1C(CC[C@@]2(C3=C(CC[C@@H]12)C=C(C=C3)C3=C(C=CC=C3)F)C)=O ((+)-(4aR)-(10bR)-4-methyl-8-(2-fluorophenyl)-10b-methyl-1, 2,3,4,4a, 5,6,10b-octahydrobenzo[f]quinolin-3-one). The yield is 81.8%. Reaction SMILES: [CH3:1][N:2]1[C@H:11]2[C@@:6]([CH3:17])([C:7]3[CH:15]=[CH:14][C:13](Br)=[CH:12][C:8]=3[CH2:9][CH2:10]2)[CH2:5][CH2:4][C:3]1=[O:18].[F:19][C:20]1[CH:25]=[CH:24][CH:23]=[CH:22][C:21]=1B(O)O.C(=O)([O-])[O-].[Na+].[Na+].C1COCC1>C(Cl)(Cl)Cl.[Pd].C1(P(C2C=CC=CC=2)C2C=CC=CC=2)C=CC=CC=1.C1(P(C2C=CC=CC=2)C2C=CC=CC=2)C=CC=CC=1.C1(P(C2C=CC=CC=2)C2C=CC=CC=2)C=CC=CC=1.C1(P(C2C=CC=CC=2)C2C=CC=CC=2)C=CC=CC=1>[CH3:1][N:2]1[C@H:11]2[C@@:6]([CH3:17])([C:7]3[CH:15]=[CH:14][C:13]([C:21]4[CH:22]=[CH:23][CH:24]=[CH:25][C:20]=4[F:19])=[CH:12][C:8]=3[CH2:9][CH2:10]2)[CH2:5][CH2:4][C:3]1=[O:18] |f:2.3.4,7.8.9.10.11|. Procedure: A 15 mL round bottom flask was charged with (+)-(4aR)-(10bR)-4-methyl-8-bromo-10b-methyl-1,2,3,4,4a,5,6,10b-octahydrobenzo[f]quinolin-3-one (200 mg, 0.65 mmol), tetrakis (triphenylphosphine) palladium (0) (23 mg, 0.02 mmol), 2-fluorophenylboronic acid (109 mg, 0.78 mmol), 0.65 mL of 2M sodium carbonate solution and 2 mL of THF, fitted with a reflux condenser, and the stirred mixture was heated at 80°, under nitrogen, for 16 h. The mixture was cooled, diluted with chloroform (75 mL) and washed wi... Starting materials: C(C)N(C(C)C)C(C)C (N-Ethyl-N,N-diisopropylamine), [Cl-].COC1=NC(=NC(=N1)OC)[N+]1(CCOCC1)C (4-(4,6-dimethoxy-1,3,5-triazin-2-yl)-4-methylmorpholinium chloride), Cl (hydrochloric acid), C(O)([O-])=O.[Na+] (sodium hydrogen carbonate), CN(C1=CC=C(C=C1)CCOC1=CC=C(C(=O)O)C=C1)C (4-{2-[4-(Dimethylamino)phenyl]ethoxy}benzoic acid), Cl.COC(CN)=O (glycine methyl ester hydrochloride), [OH-].[Li+] (lithium hydroxide). The solvent is C(C)O (ethanol), C(C)O (ethanol). Conditions: time 18 hour. The product is CN(C1=CC=C(C=C1)CCOC1=CC=C(C(=O)NCC(=O)O)C=C1)C (N-(4-{2-[4-(Dimethylamino)phenyl]ethoxy}benzoyl)glycine). The yield is 58.0%. Reaction SMILES: C(N(C(C)C)C(C)C)C.[Cl-].COC1N=C(OC)N=C([N+]2(C)CCOCC2)N=1.[CH3:28][N:29]([CH3:48])[C:30]1[CH:35]=[CH:34][C:33]([CH2:36][CH2:37][O:38][C:39]2[CH:47]=[CH:46][C:42]([C:43]([OH:45])=O)=[CH:41][CH:40]=2)=[CH:32][CH:31]=1.Cl.C[O:51][C:52](=[O:55])[CH2:53][NH2:54].C(=O)([O-])O.[Na+].[OH-].[Li+].Cl>C(O)C>[CH3:48][N:29]([CH3:28])[C:30]1[CH:31]=[CH:32][C:33]([CH2:36][CH2:37][O:38][C:39]2[CH:40]=[CH:41][C:42]([C:43]([NH:54][CH2:53][C:52]([OH:55])=[O:51])=[O:45])=[CH:46][CH:47]=2)=[CH:34][CH:35]=1 |f:1.2,4.5,6.7,8.9|. Reported procedure: N-Ethyl-N,N-diisopropylamine (388 μL, 2.23 mmol) and 4-(4,6-dimethoxy-1,3,5-triazin-2-yl)-4-methylmorpholinium chloride (615 mg, 2.22 mmol) were added to a solution of ethanol (10 mL) containing 4-{2-[4-(dimethylamino)phenyl]ethoxy}benzoic acid (567 mg, 1.99 mmol) prepared in Example 23 (23a) and glycine methyl ester hydrochloride (280 mg, 2.23 mmol). The mixture was stirred at room temperature for 18 hours, and a saturated sodium hydrogen carbonate aqueous solution was added thereto to terminat... Reactants: CC=1NC(=C(N1)C)C=1C=C(C(=O)O)C=CC1C (3-(2,4-dimethyl-1H-imidazol-5-yl)-4-methylbenzoic acid), C(#N)C=1N=C(NC1C=1C=C(C(=O)OC)C=CC1C)C1(COC1)C (methyl 3-(4-cyano-2-(3-methyloxetan-3-yl)-1H-imidazol-5-yl)-4-methylbenzoate), C(#N)C=1N=C(NC1C=1C=C(C(=O)OC)C=CC1C)C1(COC1)C (methyl 3-(4-cyano-2-(3-methyloxetan-3-yl)-1H-imidazol-5-yl)-4-methylbenzoate), CC=1NC(=C(N1)C)C=1C=C(C(=O)OC)C=CC1C (methyl 3-(2,4-dimethyl-1H-imidazol-5-yl)-4-methylbenzoate). Yields the product C(#N)C=1N=C(NC1C=1C=C(C(=O)O)C=CC1C)C1(COC1)C (3-(4-Cyano-2-(3-methyloxetan-3-yl)-1H-imidazol-5-yl)-4-methylbenzoic acid). Reaction SMILES: CC1NC(C2C=C(C=CC=2C)C(O)=O)=C(C)N=1.[C:18]([C:20]1[N:21]=[C:22]([C:36]2([CH3:40])[CH2:39][O:38][CH2:37]2)[NH:23][C:24]=1[C:25]1[CH:26]=[C:27]([CH:32]=[CH:33][C:34]=1[CH3:35])[C:28]([O:30]C)=[O:29])#[N:19].CC1NC(C2C=C(C=CC=2C)C(OC)=O)=C(C)N=1>>[C:18]([C:20]1[N:21]=[C:22]([C:36]2([CH3:40])[CH2:39][O:38][CH2:37]2)[NH:23][C:24]=1[C:25]1[CH:26]=[C:27]([CH:32]=[CH:33][C:34]=1[CH3:35])[C:28]([OH:30])=[O:29])#[N:19]. Reported procedure: The title compound was prepared using standard chemical manipulations and procedures similar to those used for the preparation of compound 5.7, except methyl 3-(4-cyano-2-(3-methyloxetan-3-yl)-1H-imidazol-5-yl)-4-methylbenzoate (compound 202.4) was used in place of methyl 3-(2,4-dimethyl-1H-imidazol-5-yl)-4-methylbenzoate (compound 5.6). m/z (ES+) 298 (M+H)+. Yield: 61.0%. Run in C(C)(=O)O (acetic acid). The product is C(C)C1=CC(=NN1CC1=CC=C(C=C1)C)C(=O)OCC (Ethyl 5-ethyl-1-(4-methylbenzyl)-1H-pyrazole-3-carboxylate), oil. The reactants are O=C(C(=O)OCC)CC(CC)=O (ethyl 2,4-dioxohexanoate), CC1=CC(=NN1CC1=CC=C(C=C1)C)C(=O)OC (methyl 5-methyl-1-(4-methylbenzyl)-1H-pyrazole-3-carboxylate), CC1=CC(=NN1CC1=CC=C(C=C1)C)C(=O)OC (methyl 5-methyl-1-(4-methylbenzyl)-1H-pyrazole-3-carboxylate). Reaction SMILES: O=[C:2]([CH2:8][C:9](=O)[CH2:10][CH3:11])[C:3]([O:5][CH2:6][CH3:7])=[O:4].CC1[N:18]([CH2:19][C:20]2[CH:25]=[CH:24][C:23]([CH3:26])=[CH:22][CH:21]=2)[N:17]=C(C(OC)=O)C=1>C(O)(=O)C>[CH2:10]([C:9]1[N:18]([CH2:19][C:20]2[CH:25]=[CH:24][C:23]([CH3:26])=[CH:22][CH:21]=2)[N:17]=[C:2]([C:3]([O:5][CH2:6][CH3:7])=[O:4])[CH:8]=1)[CH3:11]. Procedure: A solution of ethyl 2,4-dioxohexanoate (Step 1, 2.0 g, 11.6 mmol) and 4-(methylbenzyl)-hydrazine dihydrochloride (Step 3 of Intermediate A, 2.67 g, 12.8 mmol) in acetic acid (15 mL) was stirred for 4 h at 90° C. After removal of the solvent (rotavapor), the residue was subjected to MPLC (silica, cyclohexane/ethyl acetate 5:1) to afford the title compound as a highly viscous oil (1.93 g, 61%): 1H NMR (400 MHz, CDCl3) δ 7.10 (d, 2H), 6.98 (d, 2H), 6.62 (s, 1H), 5.33 (s, 2H), 4.40 (quart, 2H), 2.48... Reactants: CN.Cl (MeNH2.HCl), OC1=CC2=CC=C(C=C2C=C1)C(CCCCCCCCCCC)=O (2-hydroxy-6-dodecanoylnaphthalene), Na2S2O5, [OH-].[Na+] (NaOH). Run in O (water). Conditions: temperature 140 celsius, time 48 hour. Yields the product C(CCCCCCCCCCC)(=O)C=1C=C2C=CC(=CC2=CC1)NC (6-dodecanoyl-N-methyl-2-naphthylamine). Yield: 66.0%. Reaction SMILES: [CH3:1][NH2:2].Cl.O[C:5]1[CH:14]=[CH:13][C:12]2[C:7](=[CH:8][CH:9]=[C:10]([C:15](=[O:27])[CH2:16][CH2:17][CH2:18][CH2:19][CH2:20][CH2:21][CH2:22][CH2:23][CH2:24][CH2:25][CH3:26])[CH:11]=2)[CH:6]=1.[OH-].[Na+]>O>[C:15]([C:10]1[CH:11]=[C:12]2[C:7](=[CH:8][CH:9]=1)[CH:6]=[C:5]([NH:2][CH3:1])[CH:14]=[CH:13]2)(=[O:27])[CH2:16][CH2:17][CH2:18][CH2:19][CH2:20][CH2:21][CH2:22][CH2:23][CH2:24][CH2:25][CH3:26] |f:0.1,3.4|. Procedure details: MeNH2.HCl (11.0 g, 0.13 mol) was added to a mixture of 2-hydroxy-6-dodecanoylnaphthalene (8.0 g, 25 mmol), Na2S2O5 (12 g, 61 mmol), NaOH (5.2 g, 0.13 mol) and water (100 ml) in a high-pressure tube. The resulting mixture was stirred at 140° C. for 48 hours, followed by filtration to collect a solid. The solid was sufficiently washed with water and recrystallized from CH2Cl2-EtOH to give the title compound (5.6 g, yield: 67%). Starting materials: [Br-], CC(=O)Nc1nc(C[P+](c2ccccc2)(c2ccccc2)c2ccccc2)cs1, CC(C)(C)[O-], CN(C)C=O, CCOC(C)=O, [K+], O, O=Cc1ccc(O)cc1. Product: CC(=O)Nc1nc(C=Cc2ccc(O)cc2)cs1. Reaction SMILES: [Br-:1].[C:2]([CH3:3])(=[O:4])[NH:5][c:6]1[s:7][cH:8][c:9]([CH2:11][P+:12]([c:13]2[cH:14][cH:15][cH:16][cH:17][cH:18]2)([c:19]2[cH:20][cH:21][cH:22][cH:23][cH:24]2)[c:25]2[cH:26][cH:27][cH:28][cH:29][cH:30]2)[n:10]1.[CH3:40][C:41]([CH3:42])([O-:43])[CH3:44].[CH3:47][N:48]([CH3:49])[CH:50]=[O:51].[CH3:52][CH2:53][O:54][C:55](=[O:56])[CH3:57].[K+:45].[OH2:46].[OH:31][c:32]1[cH:33][cH:34][c:35]([CH:36]=[O:37])[cH:38][cH:39]1>>[C:2]([CH3:3])(=[O:4])[NH:5][c:6]1[s:7][cH:8][c:9]([CH:11]=[CH:36][c:35]2[cH:34][cH:33][c:32]([OH:31])[cH:39][cH:38]2)[n:10]1.